This data is from the Open Reaction Database (ORD), a public repository of structured organic reaction records. The task is: describe an organic reaction: reactants, conditions, products, and yield Reactants: C1(=CC=CC=C1)P(C1=CC=CC=C1)C1=CC=CC=C1 (triphenylphosphine), C([O-])(O)=O.[Na+] (sodium bicarbonate), C(C)(C)(C)OC(=O)N1C(C2=CC(=C(C=C2CC1)OC)OC)CC1=CC=C(C=C1)Br (1-(4-Bromo-benzyl)-6,7-dimethoxy-3,4-dihydro-1H-isoquinoline-2-carboxylic acid tert-butyl ester), B(C1=CC2=CC=CC=C2S1)(O)O (thianaphthene-2-boronic acid). The reagents and catalysts are C(C)(=O)[O-].[Pd+2].C(C)(=O)[O-] (palladium(II)acetate). The solvent is C(C)(C)O (isopropanol). Run at time 30 minute. Product: C(C)(C)(C)OC(=O)N1C(C2=C(C(=C(C=C2CC1)OC)OC)C)CC1=CC=C(C=C1)C1=CC2=C(S1)C=CC=C2 (1-(4-Benzo[b]thiophen-2-yl-benzyl)-6,7-dimethoxy-8-methyl-3,4-dihydro-1-H-isoquinoline-2-carboxylic acid tert-butyl ester), white solid. The yield is 78.0%. Reaction SMILES: [C:1]([O:5][C:6]([N:8]1[CH2:17][CH2:16][C:15]2[C:10](=[CH:11][C:12]([O:20][CH3:21])=[C:13]([O:18][CH3:19])[CH:14]=2)[CH:9]1[CH2:22][C:23]1[CH:28]=[CH:27][C:26](Br)=[CH:25][CH:24]=1)=[O:7])([CH3:4])([CH3:3])[CH3:2].B(O)(O)[C:31]1[S:39][C:38]2[C:33](=[CH:34][CH:35]=[CH:36][CH:37]=2)[CH:32]=1.[C:42]1(P(C2C=CC=CC=2)C2C=CC=CC=2)C=CC=CC=1.C(=O)(O)[O-].[Na+]>C(O)(C)C.C([O-])(=O)C.[Pd+2].C([O-])(=O)C>[C:1]([O:5][C:6]([N:8]1[CH2:17][CH2:16][C:15]2[C:10](=[C:11]([CH3:42])[C:12]([O:20][CH3:21])=[C:13]([O:18][CH3:19])[CH:14]=2)[CH:9]1[CH2:22][C:23]1[CH:28]=[CH:27][C:26]([C:31]2[S:39][C:38]3[CH:37]=[CH:36][CH:35]=[CH:34][C:33]=3[CH:32]=2)=[CH:25][CH:24]=1)=[O:7])([CH3:4])([CH3:3])[CH3:2] |f:3.4,6.7.8|. Procedure: The intermediate 1-(4-Benzo[b]thiophen-2-yl-benzyl)-6,7-dimethoxy-8-methyl-3,4-dihydro-1-H-isoquinoline-2-carboxylic acid tert-butyl ester (21) was prepared as follows: A mixture of 0.462 g (1 mmol) of 1-(4-Bromo-benzyl)-6,7-dimethoxy-3,4-dihydro-1H-isoquinoline-2-carboxylic acid tert-butyl ester and 0.270 g (1.5 mol. equiv.) of thianaphthene-2-boronic acid in 4 ml of isopropanol was stirred under argon at room temperature for 30 min. 1 mg (0.45 mol %) of palladium(II)acetate, 4 mg (1.3 mol %) o... Starting materials: FC1(C(C1)CN1C(N(CC1)C=1SC(=C(N1)C)C(=O)OCC)=O)F (ethyl 2-(3-((2,2-difluorocyclopropyl)methyl)-2-oxoimidazolidin-1-yl)-4-methylthiazole-5-carboxylate), FC1(C(C1)CN1N=CN(C1=O)C=1SC(=C(N1)C)C(=O)OCC)F (ethyl 2-(1-((2,2-difluorocyclopropyl)methyl)-5-oxo-1H-1,2,4-triazol-4(5H)-yl)-4-methylthiazole-5-carboxylate). Product: FC1(C(C1)CN1N=CN(C1=O)C=1SC(=C(N1)C)C(=O)O)F (2-(1-((2,2-difluorocyclopropyl)methyl)-5-oxo-1H-1,2,4-triazol-4(5H)-yl)-4-methylthiazole-5-carboxylic acid). Yield: 18.0%. Reaction SMILES: FC1(F)CC1CN1CCN(C2SC(C(OCC)=O)=C(C)N=2)C1=O.[F:24][C:25]1([F:46])[CH2:27][CH:26]1[CH2:28][N:29]1[C:33](=[O:34])[N:32]([C:35]2[S:36][C:37]([C:41]([O:43]CC)=[O:42])=[C:38]([CH3:40])[N:39]=2)[CH:31]=[N:30]1>>[F:46][C:25]1([F:24])[CH2:27][CH:26]1[CH2:28][N:29]1[C:33](=[O:34])[N:32]([C:35]2[S:36][C:37]([C:41]([OH:43])=[O:42])=[C:38]([CH3:40])[N:39]=2)[CH:31]=[N:30]1. Procedure: Following the procedure as describe in Preparation 14, making variations as required to replace ethyl 2-(3-((2,2-difluorocyclopropyl)methyl)-2-oxoimidazolidin-1-yl)-4-methylthiazole-5-carboxylate with ethyl 2-(1-((2,2-difluorocyclopropyl)methyl)-5-oxo-1H-1,2,4-triazol-4(5H)-yl)-4-methylthiazole-5-carboxylate, the title compound was obtained as a colourless solid in 18% yield: mp 220-222° C.; 1H NMR (300 MHz, DMSO-d6) δ 13.59 (br, 1H), 7.35 (dd, J=13.9, 7.7 Hz, 1H), 7.17 (d, J=7.7 Hz, 1H), 7.07 (...